This data is from the Open Reaction Database (ORD), a public repository of structured organic reaction records. The task is: describe an organic reaction: reactants, conditions, products, and yield Starting materials: CCOC(=O)c1cc(CC2CCCC2)cn1Cc1ccc(F)cc1F, CCO, [K+], [OH-], O. Yields the product O=C(O)c1cc(CC2CCCC2)cn1Cc1ccc(F)cc1F. As a reaction SMILES: [CH2:1]([CH3:2])[O:3][C:4](=[O:5])[c:6]1[n:7]([CH2:17][c:18]2[c:19]([F:25])[cH:20][c:21]([F:24])[cH:22][cH:23]2)[cH:8][c:9]([CH2:11][CH:12]2[CH2:13][CH2:14][CH2:15][CH2:16]2)[cH:10]1.[CH3:28][CH2:29][OH:30].[K+:27].[OH-:26].[OH2:31]>>[O:3]=[C:4]([OH:5])[c:6]1[n:7]([CH2:17][c:18]2[c:19]([F:25])[cH:20][c:21]([F:24])[cH:22][cH:23]2)[cH:8][c:9]([CH2:11][CH:12]2[CH2:13][CH2:14][CH2:15][CH2:16]2)[cH:10]1. Starting materials: F[B-](F)(F)F.O=[N+]=O (Nitronium tetrafluoroborate), C1(=CC=CC=C1)C12CC3(CC(CC(C1)C3)C2)CC(=O)OC (Methyl 3-phenyl-1-adamantaneacetate), ice. Run in C(C)#N (acetonitrile), C(C)#N (acetonitrile). The product is [N+](=O)([O-])C1=CC=C(C=C1)C12CC3(CC(CC(C1)C3)C2)CC(=O)OC (methyl 3-(4-nitrophenyl)-1-adamantaneacetate). As a reaction SMILES: [C:1]1([C:7]23[CH2:16][CH:11]4[CH2:12][CH:13]([CH2:15][C:9]([CH2:17][C:18]([O:20][CH3:21])=[O:19])([CH2:10]4)[CH2:8]2)[CH2:14]3)[CH:6]=[CH:5][CH:4]=[CH:3][CH:2]=1.F[B-](F)(F)F.[O:27]=[N+:28]=[O:29]>C(#N)C>[N+:28]([C:4]1[CH:3]=[CH:2][C:1]([C:7]23[CH2:16][CH:11]4[CH2:12][CH:13]([CH2:15][C:9]([CH2:17][C:18]([O:20][CH3:21])=[O:19])([CH2:10]4)[CH2:8]2)[CH2:14]3)=[CH:6][CH:5]=1)([O-:29])=[O:27] |f:1.2|. Procedure: Methyl 3-phenyl-1-adamantaneacetate, example 1, (78.8 g) was dissolved in acetonitrile (800 mL) and cooled in an ice bath while stirring under a nitrogen atmosphere. Nitronium tetrafluoroborate (40.8 g) in acetonitrile (800 mL) was added dropwise over 45 minutes. The reaction was stirred for 45 minutes after the addition, then poured into ice (985 g). The resulting solid was collected by filtration and dried in vacuo to give methyl 3-(4-nitrophenyl)-1-adamantaneacetate (55.9 g). Mass spectrum: (... Starting materials: O (water), C(C)C1=C(NC(=C1C(=O)OCC1=CC=CC=C1)C)C(=O)OC(C)(C)C (4-benzyl 2-tert-butyl 3-ethyl-5-methyl-1H-pyrrole-2,4-dicarboxylate), O (H2O), O=[N+]([O-])[O-].[O-][N+]([O-])=O.[O-][N+]([O-])=O.[O-][N+]([O-])=O.[O-][N+]([O-])=O.[O-][N+]([O-])=O.[Ce+4].[NH4+].[NH4+] (CAN). Solvent: C1CCOC1 (THF), CC(=O)O (AcOH). Conditions: time 4 hour. Product: C(C)C1=C(NC(=C1C(=O)OCC1=CC=CC=C1)C=O)C(=O)OC(C)(C)C (4-benzyl 2-tert-butyl 3-ethyl-5-formyl-1H-pyrrole-2,4-dicarboxylate). As a reaction SMILES: [CH2:1]([C:3]1[C:7]([C:8]([O:10][CH2:11][C:12]2[CH:17]=[CH:16][CH:15]=[CH:14][CH:13]=2)=[O:9])=[C:6]([CH3:18])[NH:5][C:4]=1[C:19]([O:21][C:22]([CH3:25])([CH3:24])[CH3:23])=[O:20])[CH3:2].O.[O:27]=[N+]([O-])[O-].[O-][N+](=O)[O-].[O-][N+](=O)[O-].[O-][N+](=O)[O-].[O-][N+](=O)[O-].[O-][N+](=O)[O-].[Ce+4].[NH4+].[NH4+]>C1COCC1.CC(O)=O>[CH2:1]([C:3]1[C:7]([C:8]([O:10][CH2:11][C:12]2[CH:17]=[CH:16][CH:15]=[CH:14][CH:13]=2)=[O:9])=[C:6]([CH:18]=[O:27])[NH:5][C:4]=1[C:19]([O:21][C:22]([CH3:24])([CH3:23])[CH3:25])=[O:20])[CH3:2] |f:2.3.4.5.6.7.8.9.10|. Reported procedure: To a solution of 4-benzyl 2-tert-butyl 3-ethyl-5-methyl-1H-pyrrole-2,4-dicarboxylate (2.75 mmol) in THF (32 mL), AcOH (40 mL), and H2O (32 mL) was added CAN in one portion. The reaction was stirred at room temperature for 4 hours, then poured into water (500 mL) and extracted with CH2Cl2 (3×100 mL). The combined organic solutions were washed with saturated aqueous sodium bicarbonate (1×200 mL), dried over Na2SO4 and concentrated. Purification by flash chromatography gave a white solid. HRMS (ES)... Reactants: C(C)(C)(C)OC(=O)NCCCCCS(=O)(=O)N(C)C1=C2C=CC=NC2=C(C(=N1)C(=O)OC)O (Methyl 5-(5-(tert-butoxycarbonylamino)-N-methylpentylsulfonamido)-8-hydroxy-1,6-naphthyridine-7-carboxylate), C(=O)([O-])[O-].[Cs+].[Cs+] (Cs2CO3), C(C1=CC=CC=C1)Br (benzyl bromide). Run in CN(C)C=O (DMF). Conditions: time 8 hour. Product: C(C1=CC=CC=C1)OC=1C(=NC(=C2C=CC=NC12)N(S(=O)(=O)CCCCCNC(=O)OC(C)(C)C)C)C(=O)OC (Methyl 8-(benzyloxy)-5-(5-(tert-butoxycarbonylamino)-N-methylpentyl-sulfonamido)-1,6-naphthyridine-7-carboxylate). Isolated yield 75.0%. As a reaction SMILES: [C:1]([O:5][C:6]([NH:8][CH2:9][CH2:10][CH2:11][CH2:12][CH2:13][S:14]([N:17]([C:19]1[N:28]=[C:27]([C:29]([O:31][CH3:32])=[O:30])[C:26]([OH:33])=[C:25]2[C:20]=1[CH:21]=[CH:22][CH:23]=[N:24]2)[CH3:18])(=[O:16])=[O:15])=[O:7])([CH3:4])([CH3:3])[CH3:2].C([O-])([O-])=O.[Cs+].[Cs+].[CH2:40](Br)[C:41]1[CH:46]=[CH:45][CH:44]=[CH:43][CH:42]=1>CN(C=O)C>[CH2:40]([O:33][C:26]1[C:27]([C:29]([O:31][CH3:32])=[O:30])=[N:28][C:19]([N:17]([CH3:18])[S:14]([CH2:13][CH2:12][CH2:11][CH2:10][CH2:9][NH:8][C:6]([O:5][C:1]([CH3:4])([CH3:3])[CH3:2])=[O:7])(=[O:16])=[O:15])=[C:20]2[C:25]=1[N:24]=[CH:23][CH:22]=[CH:21]2)[C:41]1[CH:46]=[CH:45][CH:44]=[CH:43][CH:42]=1 |f:1.2.3|. Procedure details: To a suspension of methyl 5-(5-(tert-butoxycarbonylamino)-N-methylpentylsulfonamido)-8-hydroxy-1,6-naphthyridine-7-carboxylate (Example 2.2; 5.44 mmol), and Cs2CO3 (10.9 mmol) in DMF (11 ml) was added benzyl bromide (10.9 mmol). The mixture was stirred overnight. The crude mixture was extracted with AcOEt/water, dried over MgSO4 and concentrated. The product was purified by SiO2 column chromatography (1:1, AcOEt:Hex), to give the target compound in 75% yield. The reactants are [Si](C)(C)(C(C)(C)C)OC1=CC=C(CON)C=C1 (4-(tert-butyldimethylsilyloxy) benzyloxyamine), O=C(CCCCC(=O)OCC)C1=CC=CC=C1 (ethyl 6-oxo-6-phenylhexanoate), C(C)(=O)O (acetic acid), C(C)(=O)[O-].[Na+] (sodium acetate). Run in O (water), C(C)(=O)OCC.CCCCCC (ethyl acetate hexane), C(C)O (ethanol). Run at time 1 hour. Yields the product OC1=CC=C(CO\N=C(/CCCCC(=O)OCC)\C2=CC=CC=C2)C=C1 (ethyl E-6-(4-hydroxybenzyloxyimino)-6-phenylhexanoate). The yield is 75.7%. RXN SMILES: [Si]([O:8][C:9]1[CH:17]=[CH:16][C:12]([CH2:13][O:14][NH2:15])=[CH:11][CH:10]=1)(C(C)(C)C)(C)C.O=[C:19]([C:29]1[CH:34]=[CH:33][CH:32]=[CH:31][CH:30]=1)[CH2:20][CH2:21][CH2:22][CH2:23][C:24]([O:26][CH2:27][CH3:28])=[O:25].C(O)(=O)C.C([O-])(=O)C.[Na+]>C(OCC)(=O)C.CCCCCC.O.C(O)C>[OH:8][C:9]1[CH:10]=[CH:11][C:12]([CH2:13][O:14]/[N:15]=[C:19](/[C:29]2[CH:30]=[CH:31][CH:32]=[CH:33][CH:34]=2)\[CH2:20][CH2:21][CH2:22][CH2:23][C:24]([O:26][CH2:27][CH3:28])=[O:25])=[CH:16][CH:17]=1 |f:3.4,5.6|. Procedure details: A mixture of 4-(tert-butyldimethylsilyloxy) benzyloxyamine (5.31 g), ethyl 6-oxo-6-phenylhexanoate (6.76 g), acetic acid (3.54 ml), sodium acetate (3.38 g) and ethanol (150 ml) was heated to reflux for 18 hours. The reaction mixture was cooled to room temperature, water was added and extracted with ethyl acetate. The ethyl acetate layer was washed with an aqueous saturated solution of sodium chloride, dried (MgSO4) and concentrated. The residue was dissolved in tetrahydrofuran (100 ml), tetrabut... Reactants: CCC(C#CCBr)(CC)O[Si](CC)(CC)CC, CC(C)(O)C1=CCC2C3=CC=C4CC(O[Si](C)(C)C(C)(C)C)CC(O[Si](C)(C)C(C)(C)C)C4(C)C3CCC12C, C1COCCOCCOCCOCCO1, [H-], [Na+], C1CCOC1. The product is CCC(C#CCOC(C)(C)C1=CCC2C3=CC=C4CC(O[Si](C)(C)C(C)(C)C)CC(O[Si](C)(C)C(C)(C)C)C4(C)C3CCC12C)(CC)O[Si](CC)(CC)CC. Reaction SMILES: [Br:40][CH2:41][C:42]#[C:43][C:44]([CH2:45][CH3:46])([O:47][Si:48]([CH2:49][CH3:50])([CH2:51][CH3:52])[CH2:53][CH3:54])[CH2:55][CH3:56].[C:1]([CH3:2])([CH3:3])([CH3:4])[Si:5]([O:6][CH:7]1[CH2:8][CH:9]([O:30][Si:31]([CH3:32])([CH3:33])[C:34]([CH3:35])([CH3:36])[CH3:37])[CH2:10][C:11]2=[CH:12][CH:13]=[C:14]3[CH:15]4[CH2:16][CH:17]=[C:18]([C:19]([CH3:20])([CH3:21])[OH:22])[C:23]4([CH3:29])[CH2:24][CH2:25][CH:26]3[C:27]12[CH3:28])([CH3:38])[CH3:39].[CH2:59]1[O:60][CH2:61][CH2:62][O:63][CH2:64][CH2:65][O:66][CH2:67][CH2:68][O:69][CH2:70][CH2:71][O:72][CH2:73]1.[H-:57].[Na+:58].[O:74]1[CH2:75][CH2:76][CH2:77][CH2:78]1>>[C:1]([CH3:2])([CH3:3])([CH3:4])[Si:5]([O:6][CH:7]1[CH2:8][CH:9]([O:30][Si:31]([CH3:32])([CH3:33])[C:34]([CH3:35])([CH3:36])[CH3:37])[CH2:10][C:11]2=[CH:12][CH:13]=[C:14]3[CH:15]4[CH2:16][CH:17]=[C:18]([C:19]([CH3:20])([CH3:21])[O:22][CH2:41][C:42]#[C:43][C:44]([CH2:45][CH3:46])([O:47][Si:48]([CH2:49][CH3:50])([CH2:51][CH3:52])[CH2:53][CH3:54])[CH2:55][CH3:56])[C:23]4([CH3:29])[CH2:24][CH2:25][CH:26]3[C:27]12[CH3:28])([CH3:38])[CH3:39].